Dataset: the Open Reaction Database (ORD), a public repository of structured organic reaction records. Task: describe an organic reaction: reactants, conditions, products, and yield Reactants: Cl (hydrochloric acid), C(C(=O)OCC)(=O)OCC (Diethyl oxalate), [O-]CC.[K+] (potassium ethoxide), CC(=O)C1=CC=C(C=C1)OCC2=CC=CC=C2 (4-benzyloxyacetophenone). The solvent is CCOCC (ether). Conditions: temperature 0 celsius, time 3 hour. Product: C(C1=CC=CC=C1)OC1=CC=C(C=C1)C(C(C(=O)OCC)=O)C=O (ethyl 4-benzyloxypheyl-2,4-dioxobutanoate). The yield is 97.1%. Reaction SMILES: [C:1]([O:8][CH2:9][CH3:10])(=[O:7])[C:2]([O:4]CC)=O.[O-:11]CC.[K+].[CH3:15][C:16]([C:18]1[CH:23]=[CH:22][C:21]([O:24][CH2:25][C:26]2[CH:31]=[CH:30][CH:29]=[CH:28][CH:27]=2)=[CH:20][CH:19]=1)=O.Cl>CCOCC>[CH2:25]([O:24][C:21]1[CH:22]=[CH:23][C:18]([CH:16]([CH:15]=[O:11])[C:2](=[O:4])[C:1]([O:8][CH2:9][CH3:10])=[O:7])=[CH:19][CH:20]=1)[C:26]1[CH:31]=[CH:30][CH:29]=[CH:28][CH:27]=1 |f:1.2|. Procedure: Diethyl oxalate (17.7 g) is added in one portion to a stirred suspension of potassium ethoxide (10.2 g) in anhydrous ether (1000 mL). The stirred mixture is cooled to 0° C., treated with 4-benzyloxyacetophenone (25 g) portionwise, and stirring continued for 3 hours. After standing at room temperature for 18 hours the reaction mixture is poured onto 1 N hydrochloric acid (500 mL) and the organic phase separated. The organic phase is washed with water, dried over magnesium sulphate and evaporated ...